Dataset: the Open Reaction Database (ORD), a public repository of structured organic reaction records. Task: describe an organic reaction: reactants, conditions, products, and yield The reactants are NC1=C(C#N)C(=CC=C1)NC(C)C (2-amino-6-(isopropylamino)benzonitrile), S(N)(=O)(=O)Cl (sulfamoyl chloride). Run in O (H2O), CC(=O)N(C)C (DMA). Run at time 2 hour. The product is S(=O)(=O)(N)N.NC1=C(C#N)C(=CC=C1)NC(C)C (2-amino-6-(isopropylamino)benzonitrile sulfamide). Isolated yield 191.1%. Reaction SMILES: [NH2:1][C:2]1[CH:9]=[CH:8][CH:7]=[C:6]([NH:10][CH:11]([CH3:13])[CH3:12])[C:3]=1[C:4]#[N:5].[S:14](Cl)(=[O:17])(=[O:16])[NH2:15]>CC(N(C)C)=O.O>[S:14]([NH2:1])([NH2:15])(=[O:17])=[O:16].[NH2:1][C:2]1[CH:9]=[CH:8][CH:7]=[C:6]([NH:10][CH:11]([CH3:13])[CH3:12])[C:3]=1[C:4]#[N:5] |f:4.5|. Procedure: To a solution of 2-amino-6-(isopropylamino)benzonitrile (Example 90b) (0.09 g, 0.54 mmol) in DMA (3 mL) was added sulfamoyl chloride (0.19 g, 1.62 mmol). The reaction mixture was stirred at room temperature under nitrogen for 2 hours, diluted with H2O (5 mL) and extracted with EtOAc. Solvents of the combined organic phases were evaporated and the residue was purified by preparative thin layer chromatography using a Hexane/EtOAc (3:2) solution as eluant, to give 2-amino-6-(isopropylamino)benzonit...